This data is from the Open Reaction Database (ORD), a public repository of structured organic reaction records. The task is: describe an organic reaction: reactants, conditions, products, and yield Starting materials: COC(=O)c1ccc(CBr)cc1-c1ccc(F)cc1, Cc1ccccc1, c1ccc(P(c2ccccc2)c2ccccc2)cc1. Yields the product [Br-], COC(=O)c1ccc(C[P+](c2ccccc2)(c2ccccc2)c2ccccc2)cc1-c1ccc(F)cc1. Reaction SMILES: [Br:1][CH2:2][c:3]1[cH:4][c:5](-[c:13]2[cH:14][cH:15][c:16]([F:19])[cH:17][cH:18]2)[c:6]([C:7](=[O:8])[O:9][CH3:10])[cH:11][cH:12]1.[CH3:39][c:40]1[cH:41][cH:42][cH:43][cH:44][cH:45]1.[c:20]1([P:26]([c:27]2[cH:28][cH:29][cH:30][cH:31][cH:32]2)[c:33]2[cH:34][cH:35][cH:36][cH:37][cH:38]2)[cH:21][cH:22][cH:23][cH:24][cH:25]1>>[Br-:1].[CH2:2]([c:3]1[cH:4][c:5](-[c:13]2[cH:14][cH:15][c:16]([F:19])[cH:17][cH:18]2)[c:6]([C:7](=[O:8])[O:9][CH3:10])[cH:11][cH:12]1)[P+:26]([c:20]1[cH:21][cH:22][cH:23][cH:24][cH:25]1)([c:27]1[cH:28][cH:29][cH:30][cH:31][cH:32]1)[c:33]1[cH:34][cH:35][cH:36][cH:37][cH:38]1. Yield: 76.8%. Starting materials: S(C)(=O)(=O)[O-] (mesylate), [Li+].[Cl-] (LiCl), C(C)(C)(C)OC(=O)N1CC(C=2C3=C(C(=CC12)[N+](=O)[O-])C=CC=C3)CO (3-(tert-butyloxycarbonyl)-1-hydroxymethyl-5-nitro,1,2-dihydro-3H-benz[e]indole), S(=O)(=O)(C)Cl (mesyl chloride). Procedure details: A stirred solution of 12 (0.42 g, 1.22 mmol) in pyridine (1.8 mL) was treated dropwise at 0° C. with mesyl chloride (1.13 mL, 1.46 mmol) and then stirred at 20° C. for a further 2 h. The mixture was diluted with water and the resulting solid was collected, dissolved in CH2Cl2, and the solution was washed twice with water, dried (Na2SO4) and evaporated under reduced pressure below 30° C. A mixture of the resulting crude mesylate and LiCl (0.21 g, 5 mmol) in DMF (4 mL) was stirred at 80° C. for 30... The solvent is CN(C)C=O (DMF), O (water), N1=CC=CC=C1 (pyridine), C(Cl)Cl (CH2Cl2), O (water). RXN SMILES: [C:1]([O:5][C:6]([N:8]1[C:16]2[CH:15]=[C:14]([N+:17]([O-:19])=[O:18])[C:13]3[CH:20]=[CH:21][CH:22]=[CH:23][C:12]=3[C:11]=2[CH:10]([CH2:24]O)[CH2:9]1)=[O:7])([CH3:4])([CH3:3])[CH3:2].S([Cl:30])(C)(=O)=O.S([O-])(=O)(=O)C.[Li+].[Cl-]>N1C=CC=CC=1.O.CN(C=O)C.C(Cl)Cl>[C:1]([O:5][C:6]([N:8]1[C:16]2[CH:15]=[C:14]([N+:17]([O-:19])=[O:18])[C:13]3[CH:20]=[CH:21][CH:22]=[CH:23][C:12]=3[C:11]=2[CH:10]([CH2:24][Cl:30])[CH2:9]1)=[O:7])([CH3:4])([CH3:3])[CH3:2] |f:3.4|. Run at temperature 20 celsius, time 2 hour. Product: C(C)(C)(C)OC(=O)N1CC(C=2C3=C(C(=CC12)[N+](=O)[O-])C=CC=C3)CCl (3-(tert-butyloxycarbonyl)-1-chloromethyl-5-nitro-1,2-dihydro-3H-benz[e]indole).